This data is from the Open Reaction Database (ORD), a public repository of structured organic reaction records. The task is: describe an organic reaction: reactants, conditions, products, and yield Isolated yield 70.7%. The solvent is CC(=O)C (acetone). Product: C(C)C=1N(C2=NC(=NC(=C2N1)N1CCOCC1)SCC1=CC(=C(C=C1)OC)[N+](=O)[O-])C (8-ethyl-9-methyl-6-morpholino-2-(3-nitro-4-methoxybenzylsulfanyl)-9H-purine). Reaction conditions: temperature 80 celsius, time 8 hour. Reported procedure: Trifluoroacetic acid (40 ml) and anisole (2.7 ml, 15 mmol) were added to 8-ethyl-2-(4-methoxybenzylsulfanyl)-9-methyl-6-morpholino-9H-purine (5.0 g, 12.5 mmol), and heated and stirred at 80° C. overnight. After distilling away trifluoroacetic acid under reduced pressure, neutralization was performed by adding excess triethylamine under ice cooling. After distilling away triethylamine under reduced pressure, the residue was dissolved in acetone (50 ml) and 3-nitro-4-methoxybenzyl bromide (3.69 g,... As a reaction SMILES: FC(F)(F)C(O)=O.C1(OC)C=CC=CC=1.[CH2:16]([C:18]1[N:19]([CH3:43])[C:20]2[C:25]([N:26]=1)=[C:24]([N:27]1[CH2:32][CH2:31][O:30][CH2:29][CH2:28]1)[N:23]=[C:22]([S:33][CH2:34][C:35]1[CH:40]=[CH:39][C:38]([O:41][CH3:42])=[CH:37][CH:36]=1)[N:21]=2)[CH3:17].[N+:44](C1C=C(C=CC=1OC)CBr)([O-:46])=[O:45]>CC(C)=O>[CH2:16]([C:18]1[N:19]([CH3:43])[C:20]2[C:25]([N:26]=1)=[C:24]([N:27]1[CH2:32][CH2:31][O:30][CH2:29][CH2:28]1)[N:23]=[C:22]([S:33][CH2:34][C:35]1[CH:40]=[CH:39][C:38]([O:41][CH3:42])=[C:37]([N+:44]([O-:46])=[O:45])[CH:36]=1)[N:21]=2)[CH3:17]. Reactants: FC(C(=O)O)(F)F (Trifluoroacetic acid), C1(=CC=CC=C1)OC (anisole), C(C)C=1N(C2=NC(=NC(=C2N1)N1CCOCC1)SCC1=CC=C(C=C1)OC)C (8-ethyl-2-(4-methoxybenzylsulfanyl)-9-methyl-6-morpholino-9H-purine), [N+](=O)([O-])C=1C=C(CBr)C=CC1OC (3-nitro-4-methoxybenzyl bromide). Reactants: CN(CC=C(c1ccc(Br)cc1)c1ccsc1)CC(=O)O, O=C([O-])[O-], COCCOC, CC(C)c1ccc(B(O)O)cc1, [Na+], [Na+], c1ccc(P(c2ccccc2)(c2ccccc2)[Pd](P(c2ccccc2)(c2ccccc2)c2ccccc2)(P(c2ccccc2)(c2ccccc2)c2ccccc2)P(c2ccccc2)(c2ccccc2)c2ccccc2)cc1. The product is CC(C)c1ccc(-c2ccc(C(=CCN(C)CC(=O)O)c3ccsc3)cc2)cc1. As a reaction SMILES: [Br:1][c:2]1[cH:3][cH:4][c:5]([C:8](=[CH:9][CH2:10][N:11]([CH3:12])[CH2:13][C:14](=[O:15])[OH:16])[c:17]2[cH:18][s:19][cH:20][cH:21]2)[cH:6][cH:7]1.[C:34](=[O:35])([O-:36])[O-:37].[CH2:40]([CH2:41][O:42][CH3:43])[O:44][CH3:45].[CH:22]([CH3:23])([CH3:24])[c:25]1[cH:26][cH:27][c:28]([B:31]([OH:32])[OH:33])[cH:29][cH:30]1.[Na+:38].[Na+:39].[cH:46]1[cH:47][cH:48][c:49]([P:50]([Pd:51]([P:52]([c:53]2[cH:54][cH:55][cH:56][cH:57][cH:58]2)([c:59]2[cH:60][cH:61][cH:62][cH:63][cH:64]2)[c:65]2[cH:66][cH:67][cH:68][cH:69][cH:70]2)([P:71]([c:72]2[cH:73][cH:74][cH:75][cH:76][cH:77]2)([c:78]2[cH:79][cH:80][cH:81][cH:82][cH:83]2)[c:84]2[cH:85][cH:86][cH:87][cH:88][cH:89]2)[P:90]([c:91]2[cH:92][cH:93][cH:94][cH:95][cH:96]2)([c:97]2[cH:98][cH:99][cH:100][cH:101][cH:102]2)[c:103]2[cH:104][cH:105][cH:106][cH:107][cH:108]2)([c:109]2[cH:110][cH:111][cH:112][cH:113][cH:114]2)[c:115]2[cH:116][cH:117][cH:118][cH:119][cH:120]2)[cH:121][cH:122]1>>[c:2]1(-[c:28]2[cH:27][cH:26][c:25]([CH:22]([CH3:23])[CH3:24])[cH:30][cH:29]2)[cH:3][cH:4][c:5]([C:8](=[CH:9][CH2:10][N:11]([CH3:12])[CH2:13][C:14](=[O:15])[OH:16])[c:17]2[cH:18][s:19][cH:20][cH:21]2)[cH:6][cH:7]1. The reactants are C(C1=CC=CC=C1)OC(=O)NC(C(=O)O)(C)C (2-benzyloxycarbonylamino-2-methyl-propionic acid), ON1N=NC2=C1C=CC=C2 (1-hydroxybenzotriazole), Cl.C(C)N=C=NCCCN(C)C (1-ethyl-3-(3-dimethylamino-propyl)carbodiimide hydrochloride), N (ammonia). Run in CN(C=O)C (N,N-dimethylformamide), C(C)N(CC)CC (triethylamine), O (water). Conditions: time 8 hour. Yields the product C(C1=CC=CC=C1)OC(=O)NC(C(=O)N)(C)C (2-benzyloxycarbonylamino-2-methylpropionamide). Yield: 26.1%. Reaction SMILES: [CH2:1]([O:8][C:9]([NH:11][C:12]([CH3:17])([CH3:16])[C:13](O)=[O:14])=[O:10])[C:2]1[CH:7]=[CH:6][CH:5]=[CH:4][CH:3]=1.O[N:19]1C2C=CC=CC=2N=N1.Cl.C(N=C=NCCCN(C)C)C.N>CN(C)C=O.O.C(N(CC)CC)C>[CH2:1]([O:8][C:9]([NH:11][C:12]([CH3:17])([CH3:16])[C:13]([NH2:19])=[O:14])=[O:10])[C:2]1[CH:7]=[CH:6][CH:5]=[CH:4][CH:3]=1 |f:2.3|. Procedure details: To a solution of 2-benzyloxycarbonylamino-2-methyl-propionic acid (1 g) in N,N-dimethylformamide (10 mL) were added 1-hydroxybenzotriazole (0.63 g), 1-ethyl-3-(3-dimethylamino-propyl)carbodiimide hydrochloride (1.21 g), triethylamine (1.76 mL) and 28% aqueous ammonia solution (2 mL), and the mixture was stirred at room temperature overnight. The reaction mixture was poured into water, and the resulting mixture was extracted with ethyl acetate. The organic layer was washed with 0.5 mol/L hydrochl...